describe an organic reaction: reactants, conditions, products, and yield From a dataset of the Open Reaction Database (ORD), a public repository of structured organic reaction records. Reactants: C(=O)(Cl)Cl (phosgene), NC=1SC2=C(N1)C(=CC=C2)OC (2-Amino-4-methoxybenzothiazole). Solvent: C(C)(=O)OCC (ethyl acetate). Product: COC1=CC=CC2=C1N=C(S2)N=C=O (4-methoxybenzothiazol-2-yl isocyanate). Reaction SMILES: [C:1](Cl)(Cl)=[O:2].[NH2:5][C:6]1[S:7][C:8]2[CH:14]=[CH:13][CH:12]=[C:11]([O:15][CH3:16])[C:9]=2[N:10]=1>C(OCC)(=O)C>[CH3:16][O:15][C:11]1[C:9]2[N:10]=[C:6]([N:5]=[C:1]=[O:2])[S:7][C:8]=2[CH:14]=[CH:13][CH:12]=1. Reported procedure: A saturated solution of phosgene in ethyl acetate (200 ml) is charged into a glass reaction vessel equipped with a mechanical stirrer, thermometer and reflux condenser. 2-Amino-4-methoxybenzothiazole (0.1 mole) is added with stirring. After the addition is completed, the reaction mixture is heated at reflux for a period of about one hour. After this time the mixture is cooled, and the solid product formed is recovered by filtration. The solid is then dried to yield the desired product 4-methoxyb... The reactants are C1COCCO1, CC1(C)OB(c2ccc3cc(NC(=O)c4ccsc4)ccc3c2)OC1(C)C, COc1ccc(I)cc1C(N)=O, [K+], [K+], O=C([O-])[O-], O, [Pd]. The product is COc1ccc(-c2ccc3cc(NC(=O)c4ccsc4)ccc3c2)cc1C(N)=O. As a reaction SMILES: [CH2:46]1[O:47][CH2:48][CH2:49][O:50][CH2:51]1.[CH3:13][C:14]1([CH3:15])[C:16]([CH3:17])([CH3:18])[O:19][B:20]([c:21]2[cH:22][c:23]3[cH:24][cH:25][c:26]([NH:31][C:32](=[O:33])[c:34]4[cH:35][s:36][cH:37][cH:38]4)[cH:27][c:28]3[cH:29][cH:30]2)[O:39]1.[I:1][c:2]1[cH:3][cH:4][c:5]([O:11][CH3:12])[c:6]([C:7](=[O:8])[NH2:9])[cH:10]1.[K+:40].[K+:41].[O-:42][C:43]([O-:44])=[O:45].[OH2:53].[Pd:52]>>[c:2]1(-[c:21]2[cH:22][c:23]3[cH:24][cH:25][c:26]([NH:31][C:32](=[O:33])[c:34]4[cH:35][s:36][cH:37][cH:38]4)[cH:27][c:28]3[cH:29][cH:30]2)[cH:3][cH:4][c:5]([O:11][CH3:12])[c:6]([C:7](=[O:8])[NH2:9])[cH:10]1. Starting materials: BrC1=CC=C(C=C1)OC (4-bromoanisole), CNC1=CC=CC=C1 (N-methylaniline), C(C)(C)(C)P(C(C)(C)C)C(C)(C)C (tri-t-butylphosphine). Reagents/catalysts: C=1C=CC(=CC1)/C=C/C(=O)/C=C/C2=CC=CC=C2.C=1C=CC(=CC1)/C=C/C(=O)/C=C/C2=CC=CC=C2.[Pd] (Pd(dba)2). Run in C1(=CC=CC=C1)C (toluene). Conditions: time 6 hour. Product: COC1=CC=C(C=C1)N(C1=CC=CC=C1)C (N-(4-methoxyphenyl)-N-methylaniline). Yield: 102.2%. As a reaction SMILES: Br[C:2]1[CH:7]=[CH:6][C:5]([O:8][CH3:9])=[CH:4][CH:3]=1.[CH3:10][NH:11][C:12]1[CH:17]=[CH:16][CH:15]=[CH:14][CH:13]=1.C(P(C(C)(C)C)C(C)(C)C)(C)(C)C>C1(C)C=CC=CC=1.C1C=CC(/C=C/C(/C=C/C2C=CC=CC=2)=O)=CC=1.C1C=CC(/C=C/C(/C=C/C2C=CC=CC=2)=O)=CC=1.[Pd]>[CH3:9][O:8][C:5]1[CH:6]=[CH:7][C:2]([N:11]([CH3:10])[C:12]2[CH:17]=[CH:16][CH:15]=[CH:14][CH:13]=2)=[CH:3][CH:4]=1 |f:4.5.6|. Reported procedure: The above general procedure was followed using 4-bromoanisole (187 mg, 1.00 mmol) and N-methylaniline (107 mg, 1.00 mmol) with 1 mol % Pd(dba)2 and 0.8 mol % tri-t-butylphosphine in 1.0 mL of toluene. After 6 hours, the reaction mixture was adsorbed onto silica gel and chromatographed with 5% ethyl acetate/hexanes to give 218 mg (>99%) of N-(4-methoxyphenyl)-N-methylaniline. 1H NMR (500 MHz, CDCl3) δ 7.21 (dd, J=8.9, 7.0 Hz, 2H), 7.12 (d, J=8.8 Hz, 2H), 6.91 (d, J=8.8 Hz, 2H), 6.81 (d, J=8.4 Hz,... Starting materials: C(C)N1C(=C(C2=CC=CC=C12)C(C1=C(C(=C(C(=C1Cl)Cl)Cl)Cl)C(=O)O)=O)C (1-ethyl-2-methyl-3-(2-carboxy-3,4,5,6-tetrachlorobenzoyl)indole), C(C)N1C(=CC2=CC=C3C(=C12)C=CC=C3)C (1-ethyl-2-methyl-1H-benz[g]indole). Solvent: C(C)(=O)OC(C)=O (acetic anhydride). Product: C(C)N1C(=C(C2=CC=CC=C12)C1(OC(=O)C2=C(C(=C(C(=C12)Cl)Cl)Cl)Cl)C1=C(N(C2=C3C(=CC=C12)C=CC=C3)CC)C)C (3-(1-ethyl-2-methylindol-3-yl)-3-(1-ethyl-2-methyl-1H-benz[g]indol-3-yl)-4,5,6,7-tetrachlorophthalide). Yield: 31.1%. As a reaction SMILES: [CH2:1]([N:3]1[C:11]2[C:6](=[CH:7][CH:8]=[CH:9][CH:10]=2)[C:5]([C:12](=[O:26])[C:13]2[C:18]([Cl:19])=[C:17]([Cl:20])[C:16]([Cl:21])=[C:15]([Cl:22])[C:14]=2[C:23]([OH:25])=O)=[C:4]1[CH3:27])[CH3:2].[CH2:28]([N:30]1[C:38]2[C:33](=[CH:34][CH:35]=[C:36]3[CH:42]=[CH:41][CH:40]=[CH:39][C:37]3=2)[CH:32]=[C:31]1[CH3:43])[CH3:29]>C(OC(=O)C)(=O)C>[CH2:1]([N:3]1[C:11]2[C:6](=[CH:7][CH:8]=[CH:9][CH:10]=2)[C:5]([C:12]2([C:32]3[C:33]4[C:38](=[C:37]5[CH:39]=[CH:40][CH:41]=[CH:42][C:36]5=[CH:35][CH:34]=4)[N:30]([CH2:28][CH3:29])[C:31]=3[CH3:43])[C:13]3[C:14](=[C:15]([Cl:22])[C:16]([Cl:21])=[C:17]([Cl:20])[C:18]=3[Cl:19])[C:23](=[O:25])[O:26]2)=[C:4]1[CH3:27])[CH3:2]. Procedure details: A solution of about 4.5 grams of 1-ethyl-2-methyl-3-(2-carboxy-3,4,5,6-tetrachlorobenzoyl)indole and about 3.2 grams of 1-ethyl-2-methyl-1H-benz[g]indole in 50 milliliters of acetic anhydride is heated at 90° C. for about four hours. The product is isolated as disclosed previously. 2.0 grams of the title compound is obtained having a melting point of 170°-177° C. A solution of the product imparts a purple color to paper coated with a phenolic resin or silton clay or a combination of the two. The... Reactants: O=C([O-])[O-], CCOC(=O)CN, CSc1nc(Cl)c([N+](=O)[O-])c(Oc2cccc(C(=O)N(C)C)c2)n1, CC#N, Cl, [Cs+], [Cs+]. Product: CCOC(=O)CNc1nc(SC)nc(Oc2cccc(C(=O)N(C)C)c2)c1[N+](=O)[O-]. Reaction SMILES: [C:33](=[O:34])([O-:35])[O-:36].[CH2:26]([CH3:27])[O:28][C:29]([CH2:30][NH2:31])=[O:32].[CH3:1][S:2][c:3]1[n:4][c:5]([O:13][c:14]2[cH:15][c:16]([C:20](=[O:21])[N:22]([CH3:23])[CH3:24])[cH:17][cH:18][cH:19]2)[c:6]([N+:10](=[O:11])[O-:12])[c:7]([Cl:9])[n:8]1.[CH3:39][C:40]#[N:41].[ClH:25].[Cs+:37].[Cs+:38]>>[CH3:1][S:2][c:3]1[n:4][c:5]([O:13][c:14]2[cH:15][c:16]([C:20](=[O:21])[N:22]([CH3:23])[CH3:24])[cH:17][cH:18][cH:19]2)[c:6]([N+:10](=[O:11])[O-:12])[c:7]([NH:31][CH2:30][C:29]([O:28][CH2:26][CH3:27])=[O:32])[n:8]1. Starting materials: FC1=CC=C(C(=C1C(=O)O)N1N=CC=N1)C (6-fluoro-3-methyl-2-(2H-1,2,3-triazol-2-yl)benzoic acid), FC=1C(=CC(=C(C(=O)O)C1)I)C (5-fluoro-2-iodo-4-methylbenzoic acid). Product: FC=1C(=CC(=C(C(=O)O)C1)N1N=CC=N1)C (5-Fluoro-4-methyl-2-(2H-1,2,3-triazol-2-yl)benzoic acid). RXN SMILES: FC1C(C(O)=O)=C([N:11]2[N:15]=[CH:14][CH:13]=[N:12]2)C(C)=CC=1.[F:17][C:18]1[C:19]([CH3:28])=[CH:20][C:21](I)=[C:22]([CH:26]=1)[C:23]([OH:25])=[O:24]>>[F:17][C:18]1[C:19]([CH3:28])=[CH:20][C:21]([N:11]2[N:15]=[CH:14][CH:13]=[N:12]2)=[C:22]([CH:26]=1)[C:23]([OH:25])=[O:24]. Reported procedure: The title compound was prepared following the same general protocol as described for 6-fluoro-3-methyl-2-(2H-1,2,3-triazol-2-yl)benzoic acid in Example A352 using 5-fluoro-2-iodo-4-methylbenzoic acid. MS (ESI) 222 (M+H). The reactants are COC(=O)C1=C(C=NC2=CC=C(C(=C12)F)OC)OC(C)=O (3-Acetoxy-5-fluoro-6-methoxy-quinoline-4-carboxylic acid methyl ester), [H-].[Al+3].[Li+].[H-].[H-].[H-] (lithium aluminium hydride). Run in O1CCCC1 (tetrahydrofuran), [Cl-].[Na+].O (brine), ClCCl.CO (dichloromethane methanol). Reaction conditions: temperature 0 celsius, time 2 hour. The product is FC1=C2C(=C(C=NC2=CC=C1OC)O)CO (5-fluoro-4-hydroxymethyl-6-methoxy-quinolin-3-ol). The yield is 23.0%. Reaction SMILES: C[O:2][C:3]([C:5]1[C:14]2[C:9](=[CH:10][CH:11]=[C:12]([O:16][CH3:17])[C:13]=2[F:15])[N:8]=[CH:7][C:6]=1[O:18]C(=O)C)=O.[H-].[Al+3].[Li+].[H-].[H-].[H-]>O1CCCC1.[Cl-].[Na+].O.ClCCl.CO>[F:15][C:13]1[C:12]([O:16][CH3:17])=[CH:11][CH:10]=[C:9]2[C:14]=1[C:5]([CH2:3][OH:2])=[C:6]([OH:18])[CH:7]=[N:8]2 |f:1.2.3.4.5.6,8.9.10,11.12|. Reported procedure: 3-Acetoxy-5-fluoro-6-methoxy-quinoline-4-carboxylic acid methyl ester (355 mg, 1.21 mmol, 1.0 eq) is added at 0° C. to a stirred suspension of lithium aluminium hydride (138 mg, 3.63 mmol, 3.0 eq) in tetrahydrofuran (5 mL). After 2 hours stirring at 0° C., brine is used to quench the reaction and the resulting mixture is extracted with ethyl acetate (3×10 mL). The combined organic layers are dried over sodium sulfate, filtered and concentrated to give a residue that is suspended in dichlorometha... Starting materials: C1CCOC1, COC(=O)C(CNC(=O)c1cccs1)NC(=O)c1sc(C(=O)NCc2cccc(O)c2)cc1C(C)C, Cl, [Li+], [OH-], O, O. Yields the product CC(C)c1cc(C(=O)NCc2cccc(O)c2)sc1C(=O)NC(CNC(=O)c1cccs1)C(=O)O. RXN SMILES: [CH2:41]1[O:42][CH2:43][CH2:44][CH2:45]1.[CH3:1][O:2][C:3]([CH:4]([CH2:5][NH:6][C:7](=[O:8])[c:9]1[s:10][cH:11][cH:12][cH:13]1)[NH:14][C:15](=[O:16])[c:17]1[s:18][c:19]([C:25]([NH:26][CH2:27][c:28]2[cH:29][c:30]([OH:34])[cH:31][cH:32][cH:33]2)=[O:35])[cH:20][c:21]1[CH:22]([CH3:23])[CH3:24])=[O:36].[ClH:40].[Li+:39].[OH-:38].[OH2:37].[OH2:46]>>[O:2]=[C:3]([CH:4]([CH2:5][NH:6][C:7](=[O:8])[c:9]1[s:10][cH:11][cH:12][cH:13]1)[NH:14][C:15](=[O:16])[c:17]1[s:18][c:19]([C:25]([NH:26][CH2:27][c:28]2[cH:29][c:30]([OH:34])[cH:31][cH:32][cH:33]2)=[O:35])[cH:20][c:21]1[CH:22]([CH3:23])[CH3:24])[OH:36]. Reactants: CN(C)CCCN, CCO, O=C1CC(c2ccc(Cl)cc2Cl)Cc2[nH]c3ccc(Cl)cc3c(=O)c21. Product: CN(C)CCCN=C1CC(c2ccc(Cl)cc2Cl)Cc2[nH]c3ccc(Cl)cc3c(=O)c21. As a reaction SMILES: [CH3:26][N:27]([CH2:28][CH2:29][CH2:30][NH2:31])[CH3:32].[CH3:33][CH2:34][OH:35].[Cl:1][c:2]1[cH:3][cH:4][c:5]2[nH:6][c:7]3[c:12]([c:13](=[O:16])[c:14]2[cH:15]1)[C:11](=[O:17])[CH2:10][CH:9]([c:18]1[c:19]([Cl:25])[cH:20][c:21]([Cl:24])[cH:22][cH:23]1)[CH2:8]3>>[Cl:1][c:2]1[cH:3][cH:4][c:5]2[nH:6][c:7]3[c:12]([c:13](=[O:16])[c:14]2[cH:15]1)[C:11](=[N:31][CH2:30][CH2:29][CH2:28][N:27]([CH3:26])[CH3:32])[CH2:10][CH:9]([c:18]1[c:19]([Cl:25])[cH:20][c:21]([Cl:24])[cH:22][cH:23]1)[CH2:8]3.